This data is from the Open Reaction Database (ORD), a public repository of structured organic reaction records. The task is: describe an organic reaction: reactants, conditions, products, and yield Starting materials: [Li+].CC(C)[N-]C(C)C (LDA), BrC=1C(=NC(=C(C1)C)Cl)C#N (3-bromo-6-chloro-5-methylpicolinonitrile), C(C1=CC=CC=C1)=O (benzaldehyde). The solvent is C1CCOC1 (THF). Conditions: temperature -78 celsius, time 1 hour. The product is BrC=1C(=NC(=C(C1)CC(C1=CC=CC=C1)O)Cl)C#N (3-bromo-6-chloro-5-(2-hydroxy-2-phenylethyl)picolinonitrile). RXN SMILES: [Br:1][C:2]1[C:3]([C:10]#[N:11])=[N:4][C:5]([Cl:9])=[C:6]([CH3:8])[CH:7]=1.[Li+].CC([N-]C(C)C)C.[CH:20](=[O:27])[C:21]1[CH:26]=[CH:25][CH:24]=[CH:23][CH:22]=1>C1COCC1>[Br:1][C:2]1[C:3]([C:10]#[N:11])=[N:4][C:5]([Cl:9])=[C:6]([CH2:8][CH:20]([OH:27])[C:21]2[CH:26]=[CH:25][CH:24]=[CH:23][CH:22]=2)[CH:7]=1 |f:1.2|. Procedure: A solution of 3-bromo-6-chloro-5-methylpicolinonitrile (from the previous step) in THF (0.2 M) was cooled to −78° C. LDA (2N solution, 2 eq) was added dropwise. The reaction was kept stirring at −78° C. for 1 hour, followed by addition of benzaldehyde (1 eq). The reaction was kept stirring at −78° C. for another 30 minutes before allowing it to slowly warm to room temperature. The reaction was quenched with sat. NH4Cl and extracted with EtOAc. Combined organic washes were concentrated. Flash chr... Starting materials: [H-].[H-].[H-].[H-].[Li+].[Al+3] (LiAlH4), CC(C)(C)N(C([O-])=O)[C@@H](CC1=CC=CC=C1)C (1,1-dimethylethyl[(1R)-1-methyl-2-phenylethyl]carbamate). Run in C1CCOC1 (THF), C1CCOC1 (THF). Conditions: temperature 0 celsius. Yields the product CN[C@@H](CC1=CC=CC=C1)C ((2R)—N-methyl-1-phenyl-2-propanamine). Yield: 105.1%. As a reaction SMILES: [H-].[H-].[H-].[H-].[Li+].[Al+3].C[C:8]([N:11]([C@H:15]([CH3:23])[CH2:16][C:17]1[CH:22]=[CH:21][CH:20]=[CH:19][CH:18]=1)C(=O)[O-])(C)C>C1COCC1>[CH3:8][NH:11][C@H:15]([CH3:23])[CH2:16][C:17]1[CH:22]=[CH:21][CH:20]=[CH:19][CH:18]=1 |f:0.1.2.3.4.5|. Reported procedure: To a stirred suspension LiAlH4 (0.77 g, 20.4 mmol) in THF (120 mL) was added a solution of 1,1-dimethylethyl[(1R)-1-methyl-2-phenylethyl]carbamate (2.4 g, 10.2 mmol) in THF (30.0 ml) dropwise at 0° C., and then the reaction mixture was heated at reflux for 2 hours. The mixture was cooled to 0° C., and quenched by addition of ice (1.0 g), then 15% aqueous sodium hydroxide (1.0 mL) followed by water (0.5 mL). The lithium salts were collected by filtration and washed with Et2O (200 mL). The filtrat... Reactants: CCCCCC(CC(=O)Nc1cc(CCC(=O)OCC)ccc1C(C)(C)C)c1cccc(OC)c1OC, CCO, [Na+], [OH-]. The product is CCCCCC(CC(=O)Nc1cc(CCC(=O)O)ccc1C(C)(C)C)c1cccc(OC)c1OC. As a reaction SMILES: [C:3]([CH3:4])([CH3:5])([CH3:6])[c:7]1[c:8]([NH:20][C:21]([CH2:22][CH:23]([CH2:24][CH2:25][CH2:26][CH2:27][CH3:28])[c:29]2[c:30]([O:37][CH3:38])[c:31]([O:35][CH3:36])[cH:32][cH:33][cH:34]2)=[O:39])[cH:9][c:10]([CH2:13][CH2:14][C:15](=[O:16])[O:17][CH2:18][CH3:19])[cH:11][cH:12]1.[CH3:40][CH2:41][OH:42].[Na+:2].[OH-:1]>>[C:3]([CH3:4])([CH3:5])([CH3:6])[c:7]1[c:8]([NH:20][C:21]([CH2:22][CH:23]([CH2:24][CH2:25][CH2:26][CH2:27][CH3:28])[c:29]2[c:30]([O:37][CH3:38])[c:31]([O:35][CH3:36])[cH:32][cH:33][cH:34]2)=[O:39])[cH:9][c:10]([CH2:13][CH2:14][C:15](=[O:16])[OH:17])[cH:11][cH:12]1. Reactants: Cc1onc(-c2ccccc2)c1-c1cn(-c2ccc([N+](=O)[O-])cc2)c(CO)n1, ClCCl. Product: Cc1onc(-c2ccccc2)c1-c1cn(-c2ccc([N+](=O)[O-])cc2)c(C=O)n1. Reaction SMILES: [CH3:1][c:2]1[c:3](-[c:13]2[n:14][c:15]([CH2:27][OH:28])[n:16](-[c:18]3[cH:19][cH:20][c:21]([N+:24](=[O:25])[O-:26])[cH:22][cH:23]3)[cH:17]2)[c:4](-[c:7]2[cH:8][cH:9][cH:10][cH:11][cH:12]2)[n:5][o:6]1.[Cl:29][CH2:30][Cl:31]>>[CH3:1][c:2]1[c:3](-[c:13]2[n:14][c:15]([CH:27]=[O:28])[n:16](-[c:18]3[cH:19][cH:20][c:21]([N+:24](=[O:25])[O-:26])[cH:22][cH:23]3)[cH:17]2)[c:4](-[c:7]2[cH:8][cH:9][cH:10][cH:11][cH:12]2)[n:5][o:6]1. The reactants are C(C)(C)(C)OC(CN1C(C(=CC2=C1N=C(N=C2)N)C2=C(C=CC=C2Cl)Cl)=O)=O ([2-amino-6-(2,6-dichlorophenyl)-7-oxo-7H-pyrido[2,3-d]pyrimidin-8-yl]-acetic acid tert-butyl ester), FC(C(=O)O)(F)F (trifluoroacetic acid), C(C)OCC (Diethyl ether). The solvent is C(Cl)Cl (methylene chloride). Conditions: time 5 hour. The product is NC=1N=CC2=C(N1)N(C(C(=C2)C2=C(C=CC=C2Cl)Cl)=O)CC(=O)O ([2-amino-6-(2,6-dichlorophenyl)-7-oxo-7H-pyrido[2,3-d]pyrimidin-8-yl]-acetic acid). Yield: 52.5%. As a reaction SMILES: C([O:5][C:6](=[O:28])[CH2:7][N:8]1[C:13]2[N:14]=[C:15]([NH2:18])[N:16]=[CH:17][C:12]=2[CH:11]=[C:10]([C:19]2[C:24]([Cl:25])=[CH:23][CH:22]=[CH:21][C:20]=2[Cl:26])[C:9]1=[O:27])(C)(C)C.FC(F)(F)C(O)=O.C(OCC)C>C(Cl)Cl>[NH2:18][C:15]1[N:16]=[CH:17][C:12]2[CH:11]=[C:10]([C:19]3[C:24]([Cl:25])=[CH:23][CH:22]=[CH:21][C:20]=3[Cl:26])[C:9](=[O:27])[N:8]([CH2:7][C:6]([OH:28])=[O:5])[C:13]=2[N:14]=1. Reported procedure: To a solution of [2-amino-6-(2,6-dichlorophenyl)-7-oxo-7H-pyrido[2,3-d]pyrimidin-8-yl]-acetic acid tert-butyl ester (157 mg, 0.37 mmol) from Example 36 in 4 mL of methylene chloride was added 2 mL of trifluoroacetic acid. The solution was stirred at room temperature for 5 hours, then concentrated in vacuo. The resultant oil was partitioned between methylene chloride and brine. The aqueous layer was washed with ethyl acetate, and the organic layers were combined, dried over magnesium sulfate, fil... Yields the product COC1=CC=C(C=2C(C=3C(C=CC(C3C(C12)=O)=O)=O)=O)OC (1,4-dimethoxy-5,8,9,10-anthradiquinone). Procedure: In accordance with the above procedure, but where in place of 1,4-dimethoxyanthraquinone there is utilized 1,4,5,8-tetramethoxyanthraquinone, there is obtained the corresponding 1,4-dimethoxy-5,8,9,10-anthradiquinone as a purple solid, m.p. 277-278; NMR: δ 3.96 (s, 6H), 6.89 (s, 2H), 7.37 (s, 2H); IR: 5.93, 6.10, 6.41 microns. Reactants: COC1=CC=C(C=2C(C3=CC=CC=C3C(C12)=O)=O)OC (1,4-dimethoxyanthraquinone), COC1=CC=C(C=2C(C3=C(C=CC(=C3C(C12)=O)OC)OC)=O)OC (1,4,5,8-tetramethoxyanthraquinone). RXN SMILES: COC1C2C(=O)C3C(=CC=CC=3)C(=O)C=2C(OC)=CC=1.[CH3:21][O:22][C:23]1[C:36]2[C:35](=[O:37])[C:34]3[C:29](=[C:30]([O:40]C)[CH:31]=[CH:32][C:33]=3[O:38]C)[C:28](=[O:42])[C:27]=2[C:26]([O:43][CH3:44])=[CH:25][CH:24]=1>>[CH3:44][O:43][C:26]1[C:27]2[C:28](=[O:42])[C:29]3[C:30](=[O:40])[CH:31]=[CH:32][C:33](=[O:38])[C:34]=3[C:35](=[O:37])[C:36]=2[C:23]([O:22][CH3:21])=[CH:24][CH:25]=1. Reactants: [N-]=[N+]=[N-] (azide), S(=O)(=O)([O-])C1=CC=C(C)C=C1 (tosylate), N(=[N+]=[N-])CC1(OC2=C(C1)C=C(C=C2C=2SC=CC2)Cl)C ((±)-2-(azidomethyl)-5-chloro-2-methyl-7-thien-2-yl-2,3-dihydro-1-benzofuran), [N-]=[N+]=[N-].[Na+] (sodium azide), Intermediate 98, hydrochloride salt. The reagents and catalysts are [Pt] (sulfided platinum on carbon). The product is ClC=1C=C(C2=C(CC(O2)(C)CN)C1)C=1SC=CC1 ((±)-(5-chloro-2-methyl-7-thien-2-yl-2,3-dihydro-1-benzofuran-2-yl)methylamine). RXN SMILES: S(C1C=CC(C)=CC=1)([O-])(=O)=O.[N-]=[N+]=[N-].[Na+].[N:16]([CH2:19][C:20]1([CH3:35])[CH2:24][C:23]2[CH:25]=[C:26]([Cl:34])[CH:27]=[C:28]([C:29]3[S:30][CH:31]=[CH:32][CH:33]=3)[C:22]=2[O:21]1)=[N+]=[N-].[N-]=[N+]=[N-]>[Pt]>[Cl:34][C:26]1[CH:27]=[C:28]([C:29]2[S:30][CH:31]=[CH:32][CH:33]=2)[C:22]2[O:21][C:20]([CH2:19][NH2:16])([CH3:35])[CH2:24][C:23]=2[CH:25]=1 |f:1.2|. Reported procedure: Treatment of (±)-(5-chloro-2-methyl-7-{[(trifluoromethyl)sulfonyl]oxy}-2,3-dihydro-1-benzofuran-2-yl)methyl 4-methylbenzenesulfonate (2.90 g, 5.8 mmol), thiophene-2-boronic acid (1.11 g, 8.7 mmol), dichloro[1,1′-bis(diphenylphosphino)ferrocene]palladium(II) dichloromethane adduct (0.47 g, 0.58 mmol), and potassium carbonate (1.6 g, 11.6 mmol) generally according to the procedure described for Intermediate 35 gave (±)-(5-chloro-2-methyl-7-thien-2-yl-2,3-dihydro-1-benzofuran-2-yl)methyl 4-methylbe...